From a dataset of the Open Reaction Database (ORD), a public repository of structured organic reaction records. describe an organic reaction: reactants, conditions, products, and yield The product is ClC(C(C)(C)OC(=O)N1[C@H]2CN(C[C@@H]1C(=C(C2)C=2C=NC(=CC2)OCCOC2=C(C=C(C=C2Cl)C)Cl)C(=O)OCC)C(=O)OC(C)(C)C)(Cl)Cl ((rac.)-(1R*,5S*)-7-{6-[2-(2,6-Dichloro-4-methyl-phenoxy)-ethoxy]-pyridin-3-yl}-3,9-diaza-bicyclo[3.3.1]non-6-ene-3,6,9-tricarboxylic Acid 3-tert-butyl Ester 6-ethyl Ester 9-(2,2,2-trichloro-1,1-dimethyl-ethyl) Ester). The reactants are ClC(=O)OC(C(Cl)(Cl)Cl)(C)C (2,2,2-Trichloro-1,1-dimethylethyl chloroformate), C(C)OC(=O)C=1[C@H]2CN(C[C@@H](CC1C=1C=NC(=CC1)OCCOC1=C(C=C(C=C1Cl)C)Cl)N2C)C(=O)OC(C)(C)C ((rac.)-(1R*,5S*)-7-{6-[2-(2,6-Dichloro-4-methyl-phenoxy)-ethoxy]-pyridin-3-yl}-9-methyl-3,9-diaza-bicyclo[3.3.1]non-6-ene-3,6-dicarboxylic Acid 3-tert-butyl Ester 6-ethyl Ester), ClC(=O)OC(C(Cl)(Cl)Cl)(C)C (2,2,2-Trichloro-1,1-dimethylethyl chloroformate). Reaction SMILES: Cl[C:2]([O:4][C:5]([CH3:11])([CH3:10])[C:6]([Cl:9])([Cl:8])[Cl:7])=[O:3].[CH2:12]([O:14][C:15]([C:17]1[C@@H:18]2[N:44](C)[C@H:22]([CH2:23][C:24]=1[C:25]1[CH:26]=[N:27][C:28]([O:31][CH2:32][CH2:33][O:34][C:35]3[C:40]([Cl:41])=[CH:39][C:38]([CH3:42])=[CH:37][C:36]=3[Cl:43])=[CH:29][CH:30]=1)[CH2:21][N:20]([C:46]([O:48][C:49]([CH3:52])([CH3:51])[CH3:50])=[O:47])[CH2:19]2)=[O:16])[CH3:13]>>[Cl:7][C:6]([Cl:9])([Cl:8])[C:5]([O:4][C:2]([N:44]1[C@H:18]2[C:17]([C:15]([O:14][CH2:12][CH3:13])=[O:16])=[C:24]([C:25]3[CH:26]=[N:27][C:28]([O:31][CH2:32][CH2:33][O:34][C:35]4[C:40]([Cl:41])=[CH:39][C:38]([CH3:42])=[CH:37][C:36]=4[Cl:43])=[CH:29][CH:30]=3)[CH2:23][C@@H:22]1[CH2:21][N:20]([C:46]([O:48][C:49]([CH3:50])([CH3:52])[CH3:51])=[O:47])[CH2:19]2)=[O:3])([CH3:11])[CH3:10]. Solvent: CH2ClCH2Cl. Yield: 44.3%. Procedure details: 2,2,2-Trichloro-1,1-dimethylethyl chloroformate (2.77 g, 11.6 mmol) was added to a sol. of compound C4 (1.40 g, 2.31 mmol) in CH2ClCH2Cl (30 mL), and the mixture was heated to reflux for 2 h. 2,2,2-Trichloro-1,1-dimethylethyl chloroformate (1.40 g, 5.5 mmol) was added again, and the mixture was heated to reflux for 2 h. The mixture was allowed to cool to rt, and the solvents were removed under reduced pressure. The residue was diluted with EtOAc, and washed with aq. 1M NaOH (2×). The combined aq...